From a dataset of the Open Reaction Database (ORD), a public repository of structured organic reaction records. describe an organic reaction: reactants, conditions, products, and yield The product is Cn1cc(OS(C)(=O)=O)c(=O)c2ccc(OCC(F)(F)F)cc21. As a reaction SMILES: [CH3:22][S:23]([Cl:24])(=[O:25])=[O:26].[Na+:21].[OH-:20].[OH2:27].[OH:1][c:2]1[cH:3][n:4]([CH3:19])[c:5]2[cH:6][c:7]([O:13][CH2:14][C:15]([F:16])([F:17])[F:18])[cH:8][cH:9][c:10]2[c:11]1=[O:12]>>[O:1]([c:2]1[cH:3][n:4]([CH3:19])[c:5]2[cH:6][c:7]([O:13][CH2:14][C:15]([F:16])([F:17])[F:18])[cH:8][cH:9][c:10]2[c:11]1=[O:12])[S:23]([CH3:22])(=[O:25])=[O:26]. Reactants: CS(=O)(=O)Cl, [Na+], [OH-], O, Cn1cc(O)c(=O)c2ccc(OCC(F)(F)F)cc21. The reactants are N#Cc1ccc(F)c(NC(=O)c2cnc3ccccn23)c1, CCO, NO. Product: NC(=NO)c1ccc(F)c(NC(=O)c2cnc3ccccn23)c1. As a reaction SMILES: [C:3](#[N:4])[c:5]1[cH:6][cH:7][c:8]([F:23])[c:9]([NH:11][C:12](=[O:13])[c:14]2[cH:15][n:16][c:17]3[n:18]2[cH:19][cH:20][cH:21][cH:22]3)[cH:10]1.[CH3:24][CH2:25][OH:26].[NH2:1][OH:2]>>[N:1]([OH:2])=[C:3]([NH2:4])[c:5]1[cH:6][cH:7][c:8]([F:23])[c:9]([NH:11][C:12](=[O:13])[c:14]2[cH:15][n:16][c:17]3[n:18]2[cH:19][cH:20][cH:21][cH:22]3)[cH:10]1. The reactants are CN(C)C=O, ClCc1ccccc1, [H-], [H][H], [Na+], On1c(-c2ccccc2)nc2cc(Cn3ccnc3)ccc21. The product is c1ccc(COn2c(-c3ccccc3)nc3cc(Cn4ccnc4)ccc32)cc1. RXN SMILES: [CH3:35][N:36]([CH3:37])[CH:38]=[O:39].[Cl:27][CH2:28][c:29]1[cH:30][cH:31][cH:32][cH:33][cH:34]1.[H-:23].[H:25][H:26].[Na+:24].[n:1]1([CH2:6][c:7]2[cH:8][c:9]3[c:10]([n:11]([OH:20])[c:12](-[c:14]4[cH:15][cH:16][cH:17][cH:18][cH:19]4)[n:13]3)[cH:21][cH:22]2)[cH:2][n:3][cH:4][cH:5]1>>[n:1]1([CH2:6][c:7]2[cH:8][c:9]3[c:10]([n:11]([O:20][CH2:28][c:29]4[cH:30][cH:31][cH:32][cH:33][cH:34]4)[c:12](-[c:14]4[cH:15][cH:16][cH:17][cH:18][cH:19]4)[n:13]3)[cH:21][cH:22]2)[cH:2][n:3][cH:4][cH:5]1. Solvent: CO (methanol), O (water), O (water). Procedure details: At 0° C., a solution of 3.6 g (0.09 mol) of sodium hydroxide in 75 ml of water was dripped into 20.0 g (0.09 mol) of dimethyl 3-isopropenylisoxazole-4,5-dicarboxylate (from stage A.1) in 150 ml of methanol, and the mixture was stirred for 14 hours at room temperature. 250 ml of water was added, the pH was adjusted to 8, extraction was effected with 200 ml of dichloroethane, and the aqueous phase was adjusted to a pH of 1-2 with 6N hydrochloric acid and extracted three times, each time with 250 m... Reaction conditions: time 14 hour. Reactants: [OH-].[Na+] (sodium hydroxide), C(=C)(C)C1=NOC(=C1C(=O)OC)C(=O)OC (dimethyl 3-isopropenylisoxazole-4,5-dicarboxylate). Product: C(=C)(C)C1=NOC(=C1C(=O)OC)C(=O)O (3-Isopropenyl-4-methoxycarbonylisoxazole-5-carboxylic acid). Isolated yield 97.0%. Reaction SMILES: [OH-].[Na+].[C:3]([C:6]1[C:10]([C:11]([O:13][CH3:14])=[O:12])=[C:9]([C:15]([O:17]C)=[O:16])[O:8][N:7]=1)([CH3:5])=[CH2:4]>O.CO>[C:3]([C:6]1[C:10]([C:11]([O:13][CH3:14])=[O:12])=[C:9]([C:15]([OH:17])=[O:16])[O:8][N:7]=1)([CH3:5])=[CH2:4] |f:0.1|.